This data is from the Open Reaction Database (ORD), a public repository of structured organic reaction records. The task is: describe an organic reaction: reactants, conditions, products, and yield RXN SMILES: [CH3:27][OH:28].[H:25][H:26].[O:1]1[CH2:2][CH2:3][N:4]([S:7](=[O:8])(=[O:9])[c:10]2[c:11]([C:22](=[O:23])[NH2:24])[nH:12][c:13]3[c:14]([N+:19]([O-:20])=[O:21])[cH:15][cH:16][cH:17][c:18]23)[CH2:5][CH2:6]1>>[O:1]1[CH2:2][CH2:3][N:4]([S:7](=[O:8])(=[O:9])[c:10]2[c:11]([C:22](=[O:23])[NH2:24])[nH:12][c:13]3[c:14]([NH2:19])[cH:15][cH:16][cH:17][c:18]23)[CH2:5][CH2:6]1. Starting materials: CO, [H][H], NC(=O)c1[nH]c2c([N+](=O)[O-])cccc2c1S(=O)(=O)N1CCOCC1. Product: NC(=O)c1[nH]c2c(N)cccc2c1S(=O)(=O)N1CCOCC1. Starting materials: CC(C)C(NC(=O)OCc1ccccc1)C(=O)O, COC(=O)C1CCCN1, CCOCC, C(=NC1CCCCC1)=NC1CCCCC1, Cl, CN(C)C=O, O, On1nnc2ccccc21. The product is COC(=O)C1CCCN1C(=O)C(NC(=O)OCc1ccccc1)C(C)C. Reaction SMILES: [C:1](=[O:2])([O:3][CH2:4][c:5]1[cH:6][cH:7][cH:8][cH:9][cH:10]1)[NH:11][CH:12]([CH:13]([CH3:14])[CH3:15])[C:16](=[O:17])[OH:18].[CH3:31][O:32][C:33]([CH:34]1[NH:35][CH2:36][CH2:37][CH2:38]1)=[O:39].[CH3:60][CH2:61][O:62][CH2:63][CH3:64].[CH:40]1([N:41]=[C:42]=[N:43][CH:44]2[CH2:45][CH2:46][CH2:47][CH2:48][CH2:49]2)[CH2:50][CH2:51][CH2:52][CH2:53][CH2:54]1.[ClH:30].[O:55]=[CH:56][N:57]([CH3:58])[CH3:59].[OH2:29].[OH:19][n:20]1[c:21]2[c:22]([cH:23][cH:24][cH:25][cH:26]2)[n:27][n:28]1>>[C:1](=[O:2])([O:3][CH2:4][c:5]1[cH:6][cH:7][cH:8][cH:9][cH:10]1)[NH:11][CH:12]([CH:13]([CH3:14])[CH3:15])[C:16](=[O:18])[N:35]1[CH:34]([C:33]([O:32][CH3:31])=[O:39])[CH2:38][CH2:37][CH2:36]1. The reactants are COC1=CC=C(C=C1)C=1SC=CC1C1=CC=C(C=C1)OC (2,3-bis(4-methoxyphenyl)thiophene), II (iodine), mercuric oxide, II (iodine), mercuric oxide. Solvent: C(Cl)Cl (methylene chloride). Reaction conditions: time 4 hour. The product is IC1=CC(=C(S1)C1=CC=C(C=C1)OC)C1=CC=C(C=C1)OC (5-Iodo-2,3-bis(4-methoxyphenyl)thiophene). As a reaction SMILES: [CH3:1][O:2][C:3]1[CH:8]=[CH:7][C:6]([C:9]2[S:10][CH:11]=[CH:12][C:13]=2[C:14]2[CH:19]=[CH:18][C:17]([O:20][CH3:21])=[CH:16][CH:15]=2)=[CH:5][CH:4]=1.[I:22]I>C(Cl)Cl>[I:22][C:11]1[S:10][C:9]([C:6]2[CH:5]=[CH:4][C:3]([O:2][CH3:1])=[CH:8][CH:7]=2)=[C:13]([C:14]2[CH:19]=[CH:18][C:17]([O:20][CH3:21])=[CH:16][CH:15]=2)[CH:12]=1. Reported procedure: A solution of 2,3-bis(4-methoxyphenyl)thiophene (5.92 g, 20 mmole) in 70 ml methylene chloride was cooled in an ice bath and treated in portions with iodine (5.6 g, 20 mmole) and red mercuric oxide (4.32 g, 20 mmole). The reaction mixture was stirred at room temperature for 4 hours and then treated with additional portions of iodine (2.8 g, 10 mmole) and mercuric oxide (2.16 g, 10 mmole). After 2 hours additional, the reaction mixture was filtered through a celite pad. Reactants: CC1=C(N=CN1)CSCCN (2-[[(5-methyl-1H-imidazole-4-yl)methyl]thio]ethanamine), [OH-].[K+].CO (methanol potassium hydroxide), ClC1=CC=C(C=C1)S(=O)(=O)N=COCC (ethyl N-p-chlorobenzene-sulphonylformimidate). Run in CO (methanol). Product: ClC1=CC=C(C=C1)S(=O)(=O)NC=NCCSCC=1N=CNC1C (N-p-chlorobenzene-sulphonyl-N'-[2 -[[(5-methyl-1H-imidazole-4-yl)methyl]thio]ethyl]formamidine). The yield is 61.9%. As a reaction SMILES: [CH3:1][C:2]1[NH:6][CH:5]=[N:4][C:3]=1[CH2:7][S:8][CH2:9][CH2:10][NH2:11].[OH-].[K+].CO.[Cl:16][C:17]1[CH:22]=[CH:21][C:20]([S:23]([N:26]=[CH:27]OCC)(=[O:25])=[O:24])=[CH:19][CH:18]=1>CO>[Cl:16][C:17]1[CH:18]=[CH:19][C:20]([S:23]([NH:26][CH:27]=[N:11][CH2:10][CH2:9][S:8][CH2:7][C:3]2[N:4]=[CH:5][NH:6][C:2]=2[CH3:1])(=[O:25])=[O:24])=[CH:21][CH:22]=1 |f:1.2.3|. Procedure: To a solution of 2.44 g of 2-[[(5-methyl-1H-imidazole-4-yl)methyl]thio]ethanamine (prepared according to British Pat. No. 1,338,169) in 50 ml of methanol, 13.3 ml of 1.45M methanol potassium hydroxide are added at 0° C. To the resulting solution, 2.47 g of ethyl N-p-chlorobenzene-sulphonylformimidate are added at room temperature and stirring. The mixture is kept under stirring for 1 hour at room temperature, then filtered off and the solvent is removed by distillation at reduced pressure. The f...